This data is from the Open Reaction Database (ORD), a public repository of structured organic reaction records. The task is: describe an organic reaction: reactants, conditions, products, and yield Starting materials: CNC.O (dimethylamine water), C(C)O (ethanol), BrCCCCCCCCO (8-bromo-1-octanol), C(C)O (ethanol). Run in C(C)(=O)OCC (ethyl acetate). Run at time 75 hour. The product is CN(CCCCCCCCO)C (8-dimethylamino-1-octanol). The yield is 91.0%. As a reaction SMILES: [CH3:1][NH:2][CH3:3].O.C(O)C.Br[CH2:9][CH2:10][CH2:11][CH2:12][CH2:13][CH2:14][CH2:15][CH2:16][OH:17]>C(OCC)(=O)C>[CH3:1][N:2]([CH3:3])[CH2:9][CH2:10][CH2:11][CH2:12][CH2:13][CH2:14][CH2:15][CH2:16][OH:17] |f:0.1|. Procedure details: A solution of 40% dimethylamine/water (30 mL, 26.9 g, 239 mmol) and ethanol (50 mL) was treated with a solution of 8-bromo-1-octanol (15.13 g, 72.3 mmol) and ethanol (20 mL), added dropwise over 10 minutes. The reaction mixture was stirred for 75 hours, diluted with ethyl acetate (80 mL) and washed with saturated sodium bicarbonate solution. The aqueous phase was extracted with ethyl acetate. The combined organic phases were washed with saturated sodium bicarbonate solution (50 mL) and brine (2×... Reactants: C1(=CC=CC=C1)OC (anisole), C(CC(C)C)(=O)Cl (isovaleryl chloride). Yields the product COC1=CC=C(C=C1)C(CC(C)C)=O (1-(4-methoxy-phenyl)-3-methyl-butan-1-one). Yield: 96.0%. RXN SMILES: [C:1]1([O:7][CH3:8])[CH:6]=[CH:5][CH:4]=[CH:3][CH:2]=1.[C:9](Cl)(=[O:14])[CH2:10][CH:11]([CH3:13])[CH3:12]>>[CH3:8][O:7][C:1]1[CH:6]=[CH:5][C:4]([C:9](=[O:14])[CH2:10][CH:11]([CH3:13])[CH3:12])=[CH:3][CH:2]=1. Procedure details: In the first and second steps, after anisole (2) is reacted with isovaleryl chloride to afford 1-(4-methoxy-phenyl)-3-methyl-butan-1-one (3), the compound (3) is reacted with bromine, sulfuryl chloride, N-bromosuccinimide or copper bromide, to prepare 2-bromo-1-(4-methoxy-phenyl)-3-methyl-butan-1-one (4). At this time, the reaction temperature is preferably maintained in the range from −10 to 40° C., and the reaction solvent is selected from polar solvents, including dichloromethane, acetonitril... The reactants are NC1=NC(=CC=C1C(=O)C1=C(C(=CC=C1OC)F)F)Cl ((2-Amino-6-chloro-pyridin-3-yl)-(2,3-difluoro-6-methoxy-phenyl)-methanone), CS(=O)(=O)N1CCC(CC1)N (1-methanesulfonyl-piperidin-4-ylamine). Yields the product NC1=NC(=CC=C1C(=O)C1=C(C(=CC=C1OC)F)F)NC1CCN(CC1)S(=O)(=O)C ([2-Amino-6-(1-methanesulfonyl-piperidin-4-ylamino)-pyridin-3-yl]-(2,3-difluoro-6-methoxy-phenyl)-methanone). As a reaction SMILES: [NH2:1][C:2]1[C:7]([C:8]([C:10]2[C:15]([O:16][CH3:17])=[CH:14][CH:13]=[C:12]([F:18])[C:11]=2[F:19])=[O:9])=[CH:6][CH:5]=[C:4](Cl)[N:3]=1.[CH3:21][S:22]([N:25]1[CH2:30][CH2:29][CH:28]([NH2:31])[CH2:27][CH2:26]1)(=[O:24])=[O:23]>>[NH2:1][C:2]1[C:7]([C:8]([C:10]2[C:15]([O:16][CH3:17])=[CH:14][CH:13]=[C:12]([F:18])[C:11]=2[F:19])=[O:9])=[CH:6][CH:5]=[C:4]([NH:31][CH:28]2[CH2:29][CH2:30][N:25]([S:22]([CH3:21])(=[O:24])=[O:23])[CH2:26][CH2:27]2)[N:3]=1. Procedure: The title compound was prepared from (2-Amino-6-chloro-pyridin-3-yl)-(2,3-difluoro-6-methoxy-phenyl)-methanone (Example 39) and 1-methanesulfonyl-piperidin-4-ylamine (Step A. Example 6) using the procedure described in Step B. Example 6. HRMS, observed: 441.1407, Calcd for (M+H)+: 441.1403. Ki for cdk4=0.017 μM, cdk1=0.060 μM, cdk2=0.054 and IC50 for HCT116 cell line=2.6 μM. The reactants are O=C([O-])O, ClC(Cl)(Cl)Cl, C1CCNCC1, Cc1ccccc1, CC(=O)OC=O, ClC(Cl)Cl, ClCCCl, [Na+], c1ccc(C(c2ccccc2)C2CCNCC2)cc1, Cc1ccccc1C, c1ccccc1. The product is O=CN1CCC(C(c2ccccc2)c2ccccc2)CC1. RXN SMILES: [C:32](=[O:33])([OH:34])[O-:35].[C:66]([Cl:67])([Cl:68])([Cl:69])[Cl:70].[CH2:26]1[CH2:27][CH2:28][NH:29][CH2:30][CH2:31]1.[CH3:37][c:38]1[cH:39][cH:40][cH:41][cH:42][cH:43]1.[CH:20](=[O:21])[O:22][C:23](=[O:24])[CH3:25].[CH:62]([Cl:63])([Cl:64])[Cl:65].[Cl:58][CH2:59][CH2:60][Cl:61].[Na+:36].[c:1]1([CH:7]([CH:8]2[CH2:9][CH2:10][NH:11][CH2:12][CH2:13]2)[c:14]2[cH:15][cH:16][cH:17][cH:18][cH:19]2)[cH:2][cH:3][cH:4][cH:5][cH:6]1.[c:44]1([CH3:45])[c:46]([CH3:47])[cH:48][cH:49][cH:50][cH:51]1.[cH:52]1[cH:53][cH:54][cH:55][cH:56][cH:57]1>>[c:1]1([CH:7]([CH:8]2[CH2:9][CH2:10][N:11]([CH:20]=[O:21])[CH2:12][CH2:13]2)[c:14]2[cH:15][cH:16][cH:17][cH:18][cH:19]2)[cH:2][cH:3][cH:4][cH:5][cH:6]1. Starting materials: C(CCCCCCC\C=C/CCCCCCCC)(=O)OC (Methyl oleate), C(CC)(=O)O (propionic acid), S(O)(O)(=O)=O (sulfuric acid), O (water), CC1=C(C(=C2CC[C@@](OC2=C1C)(C)CCC[C@@H](C)CCC[C@@H](C)CCCC(C)C)C)O (Covi-Ox). Yields the product C(CCCCCCC\C=C/CCCCCCCC)(=O)O (oleic acid). Isolated yield 99.0%. As a reaction SMILES: [C:1]([O:20]C)(=[O:19])[CH2:2][CH2:3][CH2:4][CH2:5][CH2:6][CH2:7][CH2:8]/[CH:9]=[CH:10]\[CH2:11][CH2:12][CH2:13][CH2:14][CH2:15][CH2:16][CH2:17][CH3:18].C(O)(=O)CC.S(=O)(=O)(O)O.O.CC1C(C)=C2C(CC[C@](CCC[C@H](CCC[C@H](CCCC(C)C)C)C)(C)O2)=C(C)C=1O>>[C:1]([OH:20])(=[O:19])[CH2:2][CH2:3][CH2:4][CH2:5][CH2:6][CH2:7][CH2:8]/[CH:9]=[CH:10]\[CH2:11][CH2:12][CH2:13][CH2:14][CH2:15][CH2:16][CH2:17][CH3:18]. Procedure details: Methyl oleate (100 grams, 0.338 moles), propionic acid (250.3 grams, 3.38 moles), concentrated sulfuric acid (12 grams, 0.12 moles), distilled water (100 grams, 5.56 moles), and Covi-Ox T-50 antioxidant (0.087 grams) are charged to a mantle-heated round bottom flask connected to a 30 cm. distillation column fitted with a take-off head. The bottom 8 cm. of the distillation column is packed with approximately 10 grams of XN1010 ion exchange resin (described in Example III) in pellet form. The dist...